From a dataset of the Open Reaction Database (ORD), a public repository of structured organic reaction records. describe an organic reaction: reactants, conditions, products, and yield Starting materials: CCCCS, CN(C)C=C1CCOC1=O, Cc1ccc(S(=O)(=O)O)cc1, c1ccccc1. Product: CCCCSC=C1CCOC1=O. As a reaction SMILES: [CH2:11]([CH2:12][CH2:13][CH3:14])[SH:15].[CH3:1][N:2]([CH3:3])[CH:4]=[C:5]1[C:6](=[O:10])[O:7][CH2:8][CH2:9]1.[c:16]1([CH3:17])[cH:18][cH:19][c:20]([S:21]([OH:22])(=[O:23])=[O:24])[cH:25][cH:26]1.[cH:27]1[cH:28][cH:29][cH:30][cH:31][cH:32]1>>[CH:4](=[C:5]1[C:6](=[O:10])[O:7][CH2:8][CH2:9]1)[S:15][CH2:11][CH2:12][CH2:13][CH3:14]. The reactants are CCOC(=O)C1(CNC(=O)CC(=O)OC)CCC1, Cc1ccccc1, CO, [Na]. Product: COC(=O)C1C(=O)NCC2(CCC2)C1=O. RXN SMILES: [CH2:1]([O:2][C:4](=[O:5])[C:6]1([CH2:10][NH:11][C:12]([CH2:13][C:14](=[O:15])[O:16][CH3:17])=[O:18])[CH2:7][CH2:8][CH2:9]1)[CH3:3].[CH3:20][c:21]1[cH:22][cH:23][cH:24][cH:25][cH:26]1.[CH3:27][OH:28].[Na:19]>>[C:4]1(=[O:5])[C:6]2([CH2:7][CH2:8][CH2:9]2)[CH2:10][NH:11][C:12](=[O:18])[CH:13]1[C:14](=[O:15])[O:16][CH3:17]. The reactants are C1(=CC=CC=C1)C(N1CCC(CC1)O)(C1=CC=CC=C1)C1=CC=CC=C1 (1-(triphenylmethyl)piperidin-4-ol), C(C)(=S)O (thioacetic acid), C(C(C)(C)C)OC(N(C)C)OCC(C)(C)C (N,N-dimethylformamide dineopentyl acetal), C(C)(=S)O (thioacetic acid), C(C(C)(C)C)OC(N(C)C)OCC(C)(C)C (N,N-dimethylformamide dineopentyl acetal). Solvent: CN(C=O)C (N,N-dimethylformamide). Run at time 1 hour. Yields the product C1(=CC=CC=C1)C(N1CCCCC1)(C1=CC=CC=C1)C1=CC=CC=C1 (1-(triphenylmethyl)piperidine). The yield is 61.4%. Reaction SMILES: [C:1]1([C:7]([C:21]2[CH:26]=[CH:25][CH:24]=[CH:23][CH:22]=2)([C:15]2[CH:20]=[CH:19][CH:18]=[CH:17][CH:16]=2)[N:8]2[CH2:13][CH2:12][CH:11](O)[CH2:10][CH2:9]2)[CH:6]=[CH:5][CH:4]=[CH:3][CH:2]=1.C(O)(=S)C.C(OC(OCC(C)(C)C)N(C)C)C(C)(C)C>CN(C)C=O>[C:1]1([C:7]([C:21]2[CH:26]=[CH:25][CH:24]=[CH:23][CH:22]=2)([C:15]2[CH:16]=[CH:17][CH:18]=[CH:19][CH:20]=2)[N:8]2[CH2:13][CH2:12][CH2:11][CH2:10][CH2:9]2)[CH:2]=[CH:3][CH:4]=[CH:5][CH:6]=1. Reported procedure: To a solution of (E)-3-({1-[3-ethoxycarbonyl]propyl]-1H-tetrazol-5-yl}methylidene)-1-(triphenylmethyl)piperidin-4-ol (715.6 mg) in N,N-dimethylformamide (10 ml) were added thioacetic acid (950 μl) and N,N-dimethylformamide dineopentyl acetal (3.7 ml). The resulting mixture was stirred at room temperature for one hour. Then, thioacetic acid (950 μl) and N,N-dimethylformamide dineopentyl acetal (3.7 ml) were added further, and the reaction mixture was stirred at room temperature for 30 minutes. Th... The reactants are [Br-].[Li+] (lithium bromide), N1CCNCC1 (piperazine), BrC=1C=C(C=C(C1OC)Br)C(=O)N1C2=C(OCC1)N=CC(=C2)C(F)(F)F ((3,5-dibromo-4-methoxy-phenyl)-(7-trifluoromethyl-2,3-dihydro-pyrido[2,3-b][1,4]oxazin-1-yl)-methanone). Run in CN(C=O)C (N,N-dimethyl formamide). Conditions: time 1 hour. The product is BrC=1C=C(C=C(C1O)Br)C(=O)N1C2=C(OCC1)N=CC(=C2)C(F)(F)F ((3,5-dibromo-4-hydroxy-phenyl)-(7-trifluoromethyl-2,3-dihydro-pyrido[2,3-b][1,4]oxazin-1-yl)-methanone). The yield is 85.0%. Reaction SMILES: [Br:1][C:2]1[CH:3]=[C:4]([C:11]([N:13]2[CH2:18][CH2:17][O:16][C:15]3[N:19]=[CH:20][C:21]([C:23]([F:26])([F:25])[F:24])=[CH:22][C:14]2=3)=[O:12])[CH:5]=[C:6]([Br:10])[C:7]=1[O:8]C.[Br-].[Li+].N1CCNCC1>CN(C)C=O>[Br:1][C:2]1[CH:3]=[C:4]([C:11]([N:13]2[CH2:18][CH2:17][O:16][C:15]3[N:19]=[CH:20][C:21]([C:23]([F:24])([F:26])[F:25])=[CH:22][C:14]2=3)=[O:12])[CH:5]=[C:6]([Br:10])[C:7]=1[OH:8] |f:1.2|. Procedure details: In a 5 ml flask, (3,5-dibromo-4-methoxy-phenyl)-(7-trifluoromethyl-2,3-dihydro-pyrido[2,3-b][1,4]oxazin-1-yl)-methanone (30 mg, 0.061 mmol) was dissolved in N,N-dimethyl formamide (0.3 ml), and then lithium bromide (10 mg, 0.12 mmol) and piperazine (7.8 mg, 0.091 mmol) were added thereto. After stirring for 1 hour, the solvent was removed by evaporation under reduced pressure. The residue was neutralized with water and 1N hydrochloric acid. The resulting solid was filtered to obtain the target c... Starting materials: CN(CC(CCO)c1ccc(C#N)cc1)C(=O)c1cc(C#N)cc2ccccc12, ClCCl, [Na+], [Na+], [Na+], O=C([O-])O, O=S([O-])([O-])=S. Yields the product CN(CC(CC=O)c1ccc(C#N)cc1)C(=O)c1cc(C#N)cc2ccccc12. Reaction SMILES: [C:1](#[N:2])[c:3]1[cH:4][c:5]([C:13](=[O:14])[N:15]([CH3:16])[CH2:17][CH:18]([CH2:19][CH2:20][OH:21])[c:22]2[cH:23][cH:24][c:25]([C:28]#[N:29])[cH:26][cH:27]2)[c:6]2[cH:7][cH:8][cH:9][cH:10][c:11]2[cH:12]1.[Cl:37][CH2:38][Cl:39].[Na+:35].[Na+:36].[Na+:44].[O-:40][C:41]([OH:42])=[O:43].[S:30]([O-:31])([O-:32])(=[O:33])=[S:34]>>[C:1](#[N:2])[c:3]1[cH:4][c:5]([C:13](=[O:14])[N:15]([CH3:16])[CH2:17][CH:18]([CH2:19][CH:20]=[O:21])[c:22]2[cH:23][cH:24][c:25]([C:28]#[N:29])[cH:26][cH:27]2)[c:6]2[cH:7][cH:8][cH:9][cH:10][c:11]2[cH:12]1. Reactants: C=CC1CN(C(=O)OC(C)(C)C)CCC1CCC(=O)N(C(=O)OC(C)(C)C)c1ccnc2ccc(OC)cc12, [Li+], [Na+], [Na+], C1CCOC1, [OH-], O, O, OO, O=S([O-])[O-]. Yields the product C=CC1CN(C(=O)OC(C)(C)C)CCC1CCC(=O)O. Reaction SMILES: [C:6]([CH3:7])([CH3:8])([CH3:9])[O:10][C:11](=[O:12])[N:13]1[CH2:14][CH:15]([CH:43]=[CH2:44])[CH:16]([CH2:19][CH2:20][C:21](=[O:22])[N:23]([C:24]([O:25][C:26]([CH3:27])([CH3:28])[CH3:29])=[O:30])[c:31]2[c:32]3[c:33]([cH:34][cH:35][c:36]([O:37][CH3:38])[cH:39]3)[n:40][cH:41][cH:42]2)[CH2:17][CH2:18]1.[Li+:5].[Na+:49].[Na+:50].[O:51]1[CH2:52][CH2:53][CH2:54][CH2:55]1.[OH-:4].[OH2:3].[OH2:56].[OH:1][OH:2].[S:45](=[O:46])([O-:47])[O-:48]>>[C:6]([CH3:7])([CH3:8])([CH3:9])[O:10][C:11](=[O:12])[N:13]1[CH2:14][CH:15]([CH:43]=[CH2:44])[CH:16]([CH2:19][CH2:20][C:21]([OH:22])=[O:46])[CH2:17][CH2:18]1. Product: O=C(O)C1CC(=O)N(c2ccc(OCc3cccc(F)c3)cc2)C1. The reactants are COC(=O)C1CC(=O)N(c2ccc(OCc3cccc(F)c3)cc2)C1, Cl, C1COCCO1. RXN SMILES: [CH3:1][O:2][C:3](=[O:4])[CH:5]1[CH2:6][N:7]([c:11]2[cH:12][cH:13][c:14]([O:17][CH2:18][c:19]3[cH:20][c:21]([F:25])[cH:22][cH:23][cH:24]3)[cH:15][cH:16]2)[C:8](=[O:10])[CH2:9]1.[ClH:26].[O:27]1[CH2:28][CH2:29][O:30][CH2:31][CH2:32]1>>[O:2]=[C:3]([OH:4])[CH:5]1[CH2:6][N:7]([c:11]2[cH:12][cH:13][c:14]([O:17][CH2:18][c:19]3[cH:20][c:21]([F:25])[cH:22][cH:23][cH:24]3)[cH:15][cH:16]2)[C:8](=[O:10])[CH2:9]1. Reactants: BrC1=C(C(=O)O)C=CC(=C1OCC(C)=NOCC)Br (2,4-dibromo-3-(2-ethoxyiminopropyloxy)benzoic acid), C1(CC(CCC1)=O)=O (cyclohexane-1,3-dione), Cl.CN(CCCN=C=NCC)C (N′-(3-dimethylaminopropyl)-N-ethylcarbodiimide hydrochloride), CN(C)C1=NC=CC=C1 (dimethylaminopyridine). Solvent: C(Cl)Cl (CH2Cl2), C(Cl)Cl (CH2Cl2). Yields the product BrC1=C(C(=O)OC2=CC(CCC2)=O)C=CC(=C1OCC(C)=NOCC)Br (3-oxo-1-cyclohexenyl 2,4-dibromo-3-(2-ethoxyiminopropyloxy)-benzoate). Reaction SMILES: [Br:1][C:2]1[C:10]([O:11][CH2:12][C:13](=[N:15][O:16][CH2:17][CH3:18])[CH3:14])=[C:9]([Br:19])[CH:8]=[CH:7][C:3]=1[C:4]([OH:6])=[O:5].[C:20]1(=O)[CH2:25][CH2:24][CH2:23][C:22](=[O:26])[CH2:21]1.Cl.CN(C)CCCN=C=NCC.CN(C1C=CC=CN=1)C>C(Cl)Cl>[Br:1][C:2]1[C:10]([O:11][CH2:12][C:13](=[N:15][O:16][CH2:17][CH3:18])[CH3:14])=[C:9]([Br:19])[CH:8]=[CH:7][C:3]=1[C:4]([O:6][C:20]1[CH2:25][CH2:24][CH2:23][C:22](=[O:26])[CH:21]=1)=[O:5] |f:2.3|. Reported procedure: 0.280 g (0.70 mmol) of 2,4-dibromo-3-(2-ethoxyiminopropyloxy)benzoic acid, 0.087 g (0.80 mmol) of cyclohexane-1,3-dione, 0.139 g (0.70 mmol) of N′-(3-dimethylaminopropyl)-N-ethylcarbodiimide hydrochloride and 0.001 g of dimethylaminopyridine were stirred in 15 ml of CH2Cl2 at RT for 3 h. The mixture was then diluted with CH2Cl2 and washed with 0.5 N HCl, water, saturated NaHCO3 solution and again with water. The combined organic phases were dried over Na2SO4 and evaporated to dryness, giving 3-o... Run at temperature 60 celsius. RXN SMILES: [C:1]([C:3]1[CH:42]=[CH:41][C:6]2[NH:7][C:8]([C:10]([C:22]3[C:30]([O:31][CH3:32])=[CH:29][C:28]([CH3:33])=[C:27]4[C:23]=3[CH:24]=[CH:25][N:26]4C(OC(C)(C)C)=O)([NH:15][CH2:16][C:17]([O:19]CC)=[O:18])[C:11]([F:14])([F:13])[F:12])=[N:9][C:5]=2[CH:4]=1)#[N:2].C([O-])([O-])=O.[Cs+].[Cs+]>CCO>[C:1]([C:3]1[CH:42]=[CH:41][C:6]2[NH:7][C:8]([C:10]([NH:15][CH2:16][C:17]([OH:19])=[O:18])([C:22]3[C:30]([O:31][CH3:32])=[CH:29][C:28]([CH3:33])=[C:27]4[C:23]=3[CH:24]=[CH:25][NH:26]4)[C:11]([F:12])([F:13])[F:14])=[N:9][C:5]=2[CH:4]=1)#[N:2] |f:1.2.3|. The solvent is CCO (EtOH). The product is C(#N)C1=CC2=C(NC(=N2)C(C(F)(F)F)(C2=C3C=CNC3=C(C=C2OC)C)NCC(=O)O)C=C1 ((±)-2-((1-(5-cyano-1H-benzo[d]imidazol-2-yl)-2,2,2-trifluoro-1-(5-methoxy-7-methyl-1H-indol-4-yl)ethyl)amino)acetic acid), ammonium salt. Starting materials: C(#N)C1=CC2=C(NC(=N2)C(C(F)(F)F)(NCC(=O)OCC)C2=C3C=CN(C3=C(C=C2OC)C)C(=O)OC(C)(C)C)C=C1 ((±)-tert-butyl 4-(1-(5-cyano-1H-benzo[d]imidazol-2-yl)-1-((2-ethoxy-2-oxoethyl)amino)-2,2,2-trifluoroethyl)-5-methoxy-7-methyl-1H-indole-1-carboxylate), C(=O)([O-])[O-].[Cs+].[Cs+] (Cs2CO3), C(=O)([O-])[O-].[Cs+].[Cs+] (Cs2CO3). Procedure details: To a solution of (±)-tert-butyl 4-(1-(5-cyano-1H-benzo[d]imidazol-2-yl)-1-((2-ethoxy-2-oxoethyl)amino)-2,2,2-trifluoroethyl)-5-methoxy-7-methyl-1H-indole-1-carboxylate (75 mg, 0.128 mmol) in EtOH (1.28 mL) at room temperature under nitrogen, Cs2CO3 (209 mg, 0.640 mmol) was added and the reaction was stirred at 60° C. After 95 minutes additional Cs2CO3 (209 mg, 0.640 mmol) was added. After 1 more hour the reaction was cooled, quenched with NH4Cl, extracted with EtOAc (×5), dried with MgSO4, filte... The reactants are solid, Al, [Cl-].[Cl-].C[Zr](C1C(=CC2=C(C=CC=C12)C1=CC=CC=C1)C)(C1C(=CC2=C(C=CC=C12)C1=CC=CC=C1)C)(=[SiH2])C (rac-dimethyl-silanediylbis(2-methyl-4-phenylindenyl)zirconium dichloride). Solvent: C1(=CC=CC=C1)C (toluene), C1(=CC=CC=C1)C (toluene). Run at temperature -30 celsius. The product is [CH-]1C=CC=C1.[CH-]1C=CC=C1.[Zr+2] (zirconocene). Yield: 37.1%. RXN SMILES: [Cl-].[Cl-].C[Zr:4](C)(=[SiH2])(C1C2C(=C(C3C=CC=CC=3)C=CC=2)C=C1C)[CH:5]1[C:13]2[C:8](=C(C3C=CC=CC=3)C=CC=2)[CH:7]=[C:6]1C>C1(C)C=CC=CC=1>[CH-:5]1[CH:13]=[CH:8][CH:7]=[CH:6]1.[CH-:5]1[CH:13]=[CH:8][CH:7]=[CH:6]1.[Zr+2:4] |f:0.1.2,4.5.6|. Reported procedure: 1.5 g of the solid prepared under aa) (106 mmol of Al) were suspended in 100 cm3 of toluene in a stirrable vessel and cooled to -30° C. At the same time, 155 mg (0.246 mmol) of rac-dimethyl-silanediylbis(2-methyl-4-phenylindenyl)zirconium dichloride were dissolved in 75 cm3 of toluene and added dropwise to the suspension in the course of 30 minutes. The mixture was warmed slowly to room temperature with stirring, during which time the suspension took on a red color. The mixture was subsequently ...